From a dataset of the Open Reaction Database (ORD), a public repository of structured organic reaction records. describe an organic reaction: reactants, conditions, products, and yield Reactants: C(CCC)O (n-butanol), C(C)(C)(C)[Si](Cl)(C)C (t-butyldimethylchlorosilane), C=1(C(=CC=CC1)C)C (xylene). The reagents and catalysts are [Cl-].C(C)[N+](CC1=CC=CC=C1)(CC)CC (triethylbenzyl ammonium chloride). The solvent is CC=1C=CC(=CC1)C (p-xylene). Yields the product C(CCC)O[Si](C)(C)C(C)(C)C (n-butoxy-tert.-butyl-dimethylsilane). RXN SMILES: [CH2:1]([OH:5])[CH2:2][CH2:3][CH3:4].[C:6]([Si:10]([CH3:13])([CH3:12])Cl)([CH3:9])([CH3:8])[CH3:7].C1(C)C(C)=CC=CC=1>[Cl-].C([N+](CC)(CC)CC1C=CC=CC=1)C.CC1C=CC(C)=CC=1>[CH2:1]([O:5][Si:10]([C:6]([CH3:9])([CH3:8])[CH3:7])([CH3:13])[CH3:12])[CH2:2][CH2:3][CH3:4] |f:3.4|. Procedure: 0.1 moles of n-butanol, 0.15 moles of t-butyldimethylchlorosilane and 0.0005 moles of triethylbenzyl ammonium chloride were heated under reflux (77°-106° C.) in 50 ml of p-xylene. After termination of the reaction, excess silylating agent and xylene were distilled off at reduced pressure. The reactants are BrC1=NC=CC=C1 (2-bromopyridine), C(CC#C)C=1SC2=C(N1)C(=CC=C2)C (2-but-3-ynyl-4-methyl-benzo[d]thiazole). Yields the product CC1=CC=CC2=C1N=C(S2)CCC#CC2=NC=CC=C2 (4-Methyl-2-(4-(pyridin-2-yl)but-3-ynyl)benzo[d]thiazole), S1C=NC2=C1C=CC=C2 (benzo[d]thiazole). Reaction SMILES: Br[C:2]1[CH:7]=[CH:6][CH:5]=[CH:4][N:3]=1.[CH2:8]([C:12]1[S:13][C:14]2[CH:20]=[CH:19][CH:18]=[C:17]([CH3:21])[C:15]=2[N:16]=1)[CH2:9][C:10]#[CH:11]>>[CH3:21][C:17]1[C:15]2[N:16]=[C:12]([CH2:8][CH2:9][C:10]#[C:11][C:2]3[CH:7]=[CH:6][CH:5]=[CH:4][N:3]=3)[S:13][C:14]=2[CH:20]=[CH:19][CH:18]=1.[S:13]1[C:14]2[CH:20]=[CH:19][CH:18]=[CH:17][C:15]=2[N:16]=[CH:12]1. Procedure: The title compound was prepared in accordance with the general method of Example 1, from 2-bromopyridine (193 mg, 1.22 mmol) and 2-but-3-ynyl-4-methyl-benzo[d]thiazole (246 mg, 1.22 mmol). The crude residue was purified by flash chromatography DCM/MeOH 99:1 to 98:2) to yield 86 mg (0.31 mmol, 25%) of 4-methyl-2-(4-pyridin-2-yl)but-3-ynyl)benzo[d]thiazole as a brown oil. Starting materials: C1(=CC=CC=C1)CN1CCC(CC1)N1C(NC2=C1C=NC=1C=CC=CC21)=O (1,3-dihydro-3-[1-(phenylmethyl)-4-piperidinyl]-2(2H)-imidazo[4,5-c]quinolone). The reagents and catalysts are [Pd] (palladium/charcoal). Product: N1CCC(CC1)N1C(NC2=C1C=NC=1C=CC=CC21)=O (1,3-dihydro-3-(4-piperidinyl)-2(2H)-imidazo[4,5-c]quinolone). Yield: 98.5%. As a reaction SMILES: C1(C[N:8]2[CH2:13][CH2:12][CH:11]([N:14]3[C:18]4[CH:19]=[N:20][C:21]5[CH:22]=[CH:23][CH:24]=[CH:25][C:26]=5[C:17]=4[NH:16][C:15]3=[O:27])[CH2:10][CH2:9]2)C=CC=CC=1>[Pd]>[NH:8]1[CH2:9][CH2:10][CH:11]([N:14]2[C:18]3[CH:19]=[N:20][C:21]4[CH:22]=[CH:23][CH:24]=[CH:25][C:26]=4[C:17]=3[NH:16][C:15]2=[O:27])[CH2:12][CH2:13]1. Procedure details: Prepared analogously to Example A3f) from 1,3-dihydro-3-[1-(phenylmethyl)-4-piperidinyl]-2(2H)-imidazo[4,5-c]quinolone by hydrogenolysis in the presence of palladium/charcoal in a yield of 98.5% of theory. Colourless crystals, Rf=0.63 (FM1). The reactants are FC=1C=C(C=CC1)C1=CCNC=2N1N=CC2C#N (7-(3-fluorophenyl)-4,5-dihydropyrazolo[1,5-a]pyrimidine-3-carbonitrile), C(C)[SiH](CC)CC (triethylsilane), ice, O (water), [OH-].[K+] (potassium hydroxide). Run in FC(C(=O)O)(F)F (trifluoroacetic acid). Run at temperature 60 celsius, time 4 hour. Product: FC=1C=C(C=CC1)C1CCNC=2N1N=CC2C#N (7-(3-Fluorophenyl)-4,5,6,7-tetrahydropyrazolo[1,5-a]pyrimidine-3-carbonitrile). As a reaction SMILES: [F:1][C:2]1[CH:3]=[C:4]([C:8]2[N:13]3[N:14]=[CH:15][C:16]([C:17]#[N:18])=[C:12]3[NH:11][CH2:10][CH:9]=2)[CH:5]=[CH:6][CH:7]=1.C([SiH](CC)CC)C.O.[OH-].[K+]>FC(F)(F)C(O)=O>[F:1][C:2]1[CH:3]=[C:4]([CH:8]2[N:13]3[N:14]=[CH:15][C:16]([C:17]#[N:18])=[C:12]3[NH:11][CH2:10][CH2:9]2)[CH:5]=[CH:6][CH:7]=1 |f:3.4|. Reported procedure: To a 5.0 g portion of 7-(3-fluorophenyl)-4,5-dihydropyrazolo[1,5-a]pyrimidine-3-carbonitrile (prepared as described in Ex. 23) in 50 ml of trifluoroacetic acid, stirred under nitrogen and heated to 60° C. was added 7.2 ml of triethylsilane. Heating was continued for 4 hours, then the mixture was stirred at room temperature for 16 hours. The mixture was carefully poured into an ice cooled beaker containing 150 ml of water and 40 g of potassium hydroxide. The precipitate formed was collected, wash... Reported procedure: Methyl 2-{[4′-Methylthio-(1,1′-biphenyl)-4-yl]-sulfonyl}-amino-6-morpholinohex-4-ynoate: The starting sulfonamide 34a (500 mg, 1.02 mmol) is coupled to 4-methylthiophenyl-boronic acid (257 mg, 1.53 mmol) as described for compound 32a to give the title compound as a light orange solid. Starting materials: CSC1=CC=C(C=C1)C1=CC=C(C=C1)S(=O)(=O)C(C(=O)OC)(CC#CCN1CCOCC1)N (Methyl 2-{[4′-Methylthio-(1,1′-biphenyl)-4-yl]-sulfonyl}-amino-6-morpholinohex-4-ynoate), compound 32a, sulfonamide, CSC1=CC=C(C=C1)B(O)O (4-methylthiophenyl-boronic acid). Reaction SMILES: [CH3:1][S:2][C:3]1[CH:8]=[CH:7][C:6]([C:9]2[CH:14]=[CH:13][C:12]([S:15]([C:18]([NH2:33])([CH2:23][C:24]#[C:25][CH2:26][N:27]3[CH2:32][CH2:31][O:30][CH2:29][CH2:28]3)[C:19]([O:21]C)=[O:20])(=[O:17])=[O:16])=[CH:11][CH:10]=2)=[CH:5][CH:4]=1.CSC1C=CC(B(O)O)=CC=1>>[CH3:1][S:2][C:3]1[CH:8]=[CH:7][C:6]([C:9]2[CH:10]=[CH:11][C:12]([S:15]([C:18]([NH2:33])([CH2:23][C:24]#[C:25][CH2:26][N:27]3[CH2:32][CH2:31][O:30][CH2:29][CH2:28]3)[C:19]([OH:21])=[O:20])(=[O:16])=[O:17])=[CH:13][CH:14]=2)=[CH:5][CH:4]=1. Yields the product CSC1=CC=C(C=C1)C1=CC=C(C=C1)S(=O)(=O)C(C(=O)O)(CC#CCN1CCOCC1)N (2-{[4′-Methylthio-(1,1′-biphenyl)-4-yl]-sulfonyl}-amino-6-morpholinohex-4-ynoic acid). The reactants are C(C)(=O)OC(CCC(=O)Cl)C (4-acetoxypentanoic acid chloride), N1=C(C=CC=C1C)C (2,6-lutidine). The reagents and catalysts are [Pd] (Pd/C). The solvent is O1CCCC1 (tetrahydrofuran). Reaction conditions: time 1 hour. Product: C(C)(=O)OC(CCC=O)C (4-acetoxypentanal). Reaction SMILES: [C:1]([O:4][CH:5]([CH3:11])[CH2:6][CH2:7][C:8](Cl)=[O:9])(=[O:3])[CH3:2].N1C(C)=CC=CC=1C>[Pd].O1CCCC1>[C:1]([O:4][CH:5]([CH3:11])[CH2:6][CH2:7][CH:8]=[O:9])(=[O:3])[CH3:2]. Procedure: 45.0 g (0.25 mol) of 4-acetoxypentanoic acid chloride are dissolved in 450 ml of abs. tetrahydrofuran. Then 31.9 ml (0.27 mol) of 2,6-lutidine and 9 g of 5% Pd/C are added and hydrogenation is carried out for 1 hour at 10°-15° C. Upon cessation of hydrogenation, the catalyst and the 2,6-lutidine are removed by filtration and the filtrate is concentrated by evaporation. Distillation of the residue gives 4-acetoxypentanal as a colourless liquid of b.p.34 98°-100° C. Starting materials: OC1=CC=C(C=C1)C(CC)=O (4'-hydroxy-propiophenone), Grignard reactant, O1CCCC1 (tetrahydrofurane), [Mg] (magnesium), ClC=1C=C(C=CC1)Br (3-chloro-bromobenzene), O1CCCC1 (tetrahydrofurane). Run in C(C)(=O)O (acetic acid). The product is ClC=1C=C(C(C2=CC=C(C=C2)O)(O)CC)C=CC1 (3-Chloro-4'-hydroxy-α-ethyl-benzhydrol). RXN SMILES: [Mg].[Cl:2][C:3]1[CH:4]=[C:5](Br)[CH:6]=[CH:7][CH:8]=1.O1CCCC1.[OH:15][C:16]1[CH:21]=[CH:20][C:19]([C:22](=[O:25])[CH2:23][CH3:24])=[CH:18][CH:17]=1>C(O)(=O)C>[Cl:2][C:3]1[CH:4]=[C:5]([CH:6]=[CH:7][CH:8]=1)[C:22]([CH2:23][CH3:24])([OH:25])[C:19]1[CH:18]=[CH:17][C:16]([OH:15])=[CH:21][CH:20]=1. Procedure: To a Grignard reactant prepared from 14.6 g. of magnesium turnings and 115 g. of 3-chloro-bromobenzene in 350 ml. of dry tetrahydrofurane a solution of 30.1 g. of 4'-hydroxy-propiophenone in 540 ml. of dry tetrahydrofurane is added dropwise, with stirring under slight reflux. The reaction mixture is slightly boiled for 30 additional minutes, cooled and decomposed by pouring onto a mixture of ice and glacial acetic acid. After separation the organic phase is washed with a saturated sodium chlorid... Reactants: C(C)(C)(C)OC(C(=O)OC)C=1N=C2N(C=CC=C2)C1 (methyl 2-(tert-butoxy)-2-{imidazo[1,2-a]pyridin-2-yl}acetate), BrN1C(CCC1=O)=O (N-bromosuccinimide). The solvent is C(C)O (ethanol). Conditions: temperature 0 celsius, time 15 minute. The product is BrC1=C(N=C2N1C=CC=C2)C(C(=O)OC)OC(C)(C)C (methyl 2-{3-bromoimidazo[1,2-a]pyridin-2-yl}-2-(tert-butoxy)acetate). Isolated yield 90.2%. As a reaction SMILES: [C:1]([O:5][CH:6]([C:11]1[N:12]=[C:13]2[CH:18]=[CH:17][CH:16]=[CH:15][N:14]2[CH:19]=1)[C:7]([O:9][CH3:10])=[O:8])([CH3:4])([CH3:3])[CH3:2].[Br:20]N1C(=O)CCC1=O>C(O)C>[Br:20][C:19]1[N:14]2[CH:15]=[CH:16][CH:17]=[CH:18][C:13]2=[N:12][C:11]=1[CH:6]([O:5][C:1]([CH3:4])([CH3:2])[CH3:3])[C:7]([O:9][CH3:10])=[O:8]. Reported procedure: To a solution of methyl 2-(tert-butoxy)-2-{imidazo[1,2-a]pyridin-2-yl}acetate (25c) (108 mg, 0.41 mmol) in ethanol (5 mL) at 0° C. was added N-bromosuccinimide (76 mg, 0.43 mmol) portionwise. The mixture was stirred at 0° C. for 15 minutes and concentrated in vacuo. The residue was dissolved in ethyl acetate (5 mL) and washed with a saturated solution of sodium hydrogencarbonate (2×5 mL). The organic layer was dried over sodium sulfate and concentrated in vacuo to provide the desired product (25... The reactants are C1(CC1)N1C=C(C(C2=CC(=C(C=C12)F)F)=O)C(=O)O (1-cyclopropyl-6, 7-difluoro-1,4-dihydro-4-oxo-3-quinolinecarboxylic acid), Cl.Cl.C12CCCC(NC1)CN2 (6,8-diazabicyclo[3.2.2]nonane, dihydrochloride), N12CCCCCC2=NCCC1 (1,8-diazabicyclo[5.4.0]undec-7-ene). Solvent: N1=CC=CC=C1 (pyridine). Yields the product C1(CC1)N1C=C(C(C2=CC(=C(C=C12)N1C2CCCC(C1)NC2)F)=O)C(=O)O (1-Cyclopropyl-7-(6,8-diazabicyclo[3.2.2]non-6-yl)-6-fluoro-1,4-dihydro-4-oxo-3-quinolinecarboxylic acid). Isolated yield 52.5%. RXN SMILES: [CH:1]1([N:4]2[C:13]3[C:8](=[CH:9][C:10]([F:15])=[C:11](F)[CH:12]=3)[C:7](=[O:16])[C:6]([C:17]([OH:19])=[O:18])=[CH:5]2)[CH2:3][CH2:2]1.Cl.Cl.[CH:22]12[NH:30][CH2:29][CH:26]([NH:27][CH2:28]1)[CH2:25][CH2:24][CH2:23]2.N12CCCN=C1CCCCC2>N1C=CC=CC=1>[CH:1]1([N:4]2[C:13]3[C:8](=[CH:9][C:10]([F:15])=[C:11]([N:27]4[CH2:28][CH:22]5[NH:30][CH2:29][CH:26]4[CH2:25][CH2:24][CH2:23]5)[CH:12]=3)[C:7](=[O:16])[C:6]([C:17]([OH:19])=[O:18])=[CH:5]2)[CH2:3][CH2:2]1 |f:1.2.3|. Procedure details: A solution of 0.53 g (2.0 mmol) of 1-cyclopropyl-6, 7-difluoro-1,4-dihydro-4-oxo-3-quinolinecarboxylic acid, 0.44 g (2.2 mmol) of 6,8-diazabicyclo[3.2.2]nonane, dihydrochloride, 0.90 ml (6.0 mmol) of 1,8-diazabicyclo[5.4.0]undec-7-ene, and 10 ml of pyridine was heated under reflux for 4 hr. The reaction mixture was cooled to room temperature and the solid was filtered and washed with ethanol to yield 0.39 g of the title compound, mp 273°-276° dec.